describe an organic reaction: reactants, conditions, products, and yield From a dataset of the Open Reaction Database (ORD), a public repository of structured organic reaction records. Yields the product COC(=O)c1cc(-c2ccc(C)cc2F)cc(-c2ccnn2C(C)C)c1. Starting materials: COC(=O)c1cc(I)cc(-c2ccc(C)cc2F)c1, CC(C)n1nccc1B(O)O, [K+], CC(=O)[O-], O, c1ccc(P(c2ccccc2)(c2ccccc2)[Pd](P(c2ccccc2)(c2ccccc2)c2ccccc2)(P(c2ccccc2)(c2ccccc2)c2ccccc2)P(c2ccccc2)(c2ccccc2)c2ccccc2)cc1. RXN SMILES: [CH3:1][O:2][C:3](=[O:4])[c:5]1[cH:6][c:7](-[c:12]2[c:13]([F:19])[cH:14][c:15]([CH3:18])[cH:16][cH:17]2)[cH:8][c:9]([I:11])[cH:10]1.[CH:20]([CH3:21])([CH3:22])[n:23]1[n:24][cH:25][cH:26][c:27]1[B:28]([OH:29])[OH:30].[K+:35].[O-:31][C:32]([CH3:33])=[O:34].[OH2:113].[cH:36]1[cH:37][cH:38][c:39]([P:40]([Pd:41]([P:42]([c:43]2[cH:44][cH:45][cH:46][cH:47][cH:48]2)([c:49]2[cH:50][cH:51][cH:52][cH:53][cH:54]2)[c:55]2[cH:56][cH:57][cH:58][cH:59][cH:60]2)([P:61]([c:62]2[cH:63][cH:64][cH:65][cH:66][cH:67]2)([c:68]2[cH:69][cH:70][cH:71][cH:72][cH:73]2)[c:74]2[cH:75][cH:76][cH:77][cH:78][cH:79]2)[P:80]([c:81]2[cH:82][cH:83][cH:84][cH:85][cH:86]2)([c:87]2[cH:88][cH:89][cH:90][cH:91][cH:92]2)[c:93]2[cH:94][cH:95][cH:96][cH:97][cH:98]2)([c:99]2[cH:100][cH:101][cH:102][cH:103][cH:104]2)[c:105]2[cH:106][cH:107][cH:108][cH:109][cH:110]2)[cH:111][cH:112]1>>[CH3:1][O:2][C:3](=[O:4])[c:5]1[cH:6][c:7](-[c:12]2[c:13]([F:19])[cH:14][c:15]([CH3:18])[cH:16][cH:17]2)[cH:8][c:9](-[c:27]2[n:23]([CH:20]([CH3:21])[CH3:22])[n:24][cH:25][cH:26]2)[cH:10]1.